This data is from the Open Reaction Database (ORD), a public repository of structured organic reaction records. The task is: describe an organic reaction: reactants, conditions, products, and yield As a reaction SMILES: [CH:47]([N:48]([CH2:49][CH3:50])[CH:51]([CH3:52])[CH3:53])([CH3:54])[CH3:55].[Cl:1][c:2]1[cH:3][c:4]([CH:8]2[CH2:9][C:10]([CH3:30])([CH2:31][C:32](=[O:33])[O:34][CH3:35])[C:11](=[O:29])[N:12]([CH:21]([CH2:22][S:23](=[O:24])(=[O:25])[OH:26])[CH2:27][CH3:28])[CH:13]2[c:14]2[cH:15][cH:16][c:17]([Cl:20])[cH:18][cH:19]2)[cH:5][cH:6][cH:7]1.[Cl:36][C:37]([C:38]([Cl:39])=[O:40])=[O:41].[Cl:56][CH2:57][Cl:58].[O:42]1[CH2:43][CH:44]([NH2:46])[CH2:45]1.[O:59]=[CH:60][N:61]([CH3:62])[CH3:63]>>[Cl:1][c:2]1[cH:3][c:4]([CH:8]2[CH2:9][C:10]([CH3:30])([CH2:31][C:32](=[O:33])[O:34][CH3:35])[C:11](=[O:29])[N:12]([CH:21]([CH2:22][S:23](=[O:24])(=[O:25])[NH:46][CH:44]3[CH2:43][O:42][CH2:45]3)[CH2:27][CH3:28])[CH:13]2[c:14]2[cH:15][cH:16][c:17]([Cl:20])[cH:18][cH:19]2)[cH:5][cH:6][cH:7]1. The reactants are CCN(C(C)C)C(C)C, CCC(CS(=O)(=O)O)N1C(=O)C(C)(CC(=O)OC)CC(c2cccc(Cl)c2)C1c1ccc(Cl)cc1, O=C(Cl)C(=O)Cl, ClCCl, NC1COC1, CN(C)C=O. The product is CCC(CS(=O)(=O)NC1COC1)N1C(=O)C(C)(CC(=O)OC)CC(c2cccc(Cl)c2)C1c1ccc(Cl)cc1.